Dataset: the Open Reaction Database (ORD), a public repository of structured organic reaction records. Task: describe an organic reaction: reactants, conditions, products, and yield Reactants: N(=NC(=O)OC(C)(C)C)C(=O)OC(C)(C)C (Di-tert-butyl azodicarboxylate), ClC1=NC=NC2=CC(=C(C=C12)O)OC (4-chloro-7-methoxyquinazolin-6-ol), N1(CCOCC1)CCO (2-morpholin-4-ylethanol), C1(=CC=CC=C1)P(C1=CC=CC=C1)C1=CC=CC=C1 (triphenylphosphine). Solvent: ClCCl (dichloromethane). Reaction conditions: time 2 hour. Product: ClC1=NC=NC2=CC(=C(C=C12)OCCN1CCOCC1)OC (4-chloro-7-methoxy-6-(2-morpholin-4-ylethoxy)quinazoline). Isolated yield 75.9%. Reaction SMILES: N(C(OC(C)(C)C)=O)=NC(OC(C)(C)C)=O.[Cl:17][C:18]1[C:27]2[C:22](=[CH:23][C:24]([O:29][CH3:30])=[C:25]([OH:28])[CH:26]=2)[N:21]=[CH:20][N:19]=1.[N:31]1([CH2:37][CH2:38]O)[CH2:36][CH2:35][O:34][CH2:33][CH2:32]1.C1(P(C2C=CC=CC=2)C2C=CC=CC=2)C=CC=CC=1>ClCCl>[Cl:17][C:18]1[C:27]2[C:22](=[CH:23][C:24]([O:29][CH3:30])=[C:25]([O:28][CH2:38][CH2:37][N:31]3[CH2:36][CH2:35][O:34][CH2:33][CH2:32]3)[CH:26]=2)[N:21]=[CH:20][N:19]=1. Procedure details: Di-tert-butyl azodicarboxylate (1.44 g, 6.26 mmol) was added portionwise at room temperature to a stirred suspension of 4-chloro-7-methoxyquinazolin-6-ol (1.20 g, 5.70 mmol), 2-morpholin-4-ylethanol (0.82 g, 6.26 mmol) and triphenylphosphine (1.8 g, 6.87 mmol) in dichloromethane (25 ml). The reaction mixture was stirred for 2 hour and then the resulting orange solution was purified directly by silica gel chromatography eluting with a mixture of 3% methanol in dichloromethane and then purified fu... Reaction SMILES: [O:1]1[CH2:6][CH2:5][CH2:4][CH2:3][CH:2]1[O:7][CH2:8][CH2:9][CH2:10][CH2:11][CH2:12]Cl.[Mg].Br[CH2:16]CBr.[NH4+].[Cl-].[CH2:21]1[CH2:25][O:24]CC1>CC(C)=O>[O:1]1[CH2:6][CH2:5][CH2:4][CH2:3][CH:2]1[O:7][CH2:8][CH2:9][CH2:10][CH2:11][CH2:12][C:25]([OH:24])([CH3:21])[CH3:16] |f:3.4|. The solvent is CC(=O)C (acetone). Reported procedure: A small portion of a solution of the product from Step I (21.1 g, 0.102 mol) in THF (105 ml) was added, under nitrogen, to magnesium turnings (5.0 g, 0.204 g-atom). The mixture was warmed in an oil bath at 75°-80° and the reaction was started by the addition of 1.5 ml of a 1M solution of 1,2-dibromoethane in THF. The remaining chloroalkane solution was then added during 20 minutes. The resulting mixture was refluxed for 45 minutes, cooled in an ice bath and treated during 15 minutes with a solut... Starting materials: O1C(CCCC1)OCCCCCCl (5-chloropentyl 2-tetrahydropyranyl ether), [Mg] (magnesium), C1CCOC1 (THF), chloroalkane, solution, BrCCBr (1,2-dibromoethane), C1CCOC1 (THF), C1CCOC1 (THF), [NH4+].[Cl-] (NH4Cl). Yields the product O1C(CCCC1)OCCCCCC(C)(C)O (6-hydroxy-6-methylheptyl 2-tetrahydropyranyl ether). Conditions: time 16 hour.